From a dataset of the Open Reaction Database (ORD), a public repository of structured organic reaction records. describe an organic reaction: reactants, conditions, products, and yield Starting materials: BrCc1ccccc1, CC(=O)NO, [H-], [Na+], O. The product is CC(=O)NOCc1ccccc1. Reaction SMILES: [CH2:8]([c:9]1[cH:10][cH:11][cH:12][cH:13][cH:14]1)[Br:15].[CH3:3][C:4](=[O:5])[NH:6][OH:7].[H-:1].[Na+:2].[OH2:16]>>[CH3:3][C:4](=[O:5])[NH:6][O:7][CH2:8][c:9]1[cH:10][cH:11][cH:12][cH:13][cH:14]1. The reactants are CCOC(=O)c1c(C)nc(N2CCN(C)CC2)c2nccnc12, [Na+], [OH-]. Yields the product Cc1nc(N2CCN(C)CC2)c2nccnc2c1C(=O)O. Reaction SMILES: [CH2:1]([CH3:2])[O:3][C:4](=[O:5])[c:6]1[c:7]([CH3:23])[n:8][c:9]([N:16]2[CH2:17][CH2:18][N:19]([CH3:22])[CH2:20][CH2:21]2)[c:10]2[n:11][cH:12][cH:13][n:14][c:15]12.[Na+:25].[OH-:24]>>[O:3]=[C:4]([OH:5])[c:6]1[c:7]([CH3:23])[n:8][c:9]([N:16]2[CH2:17][CH2:18][N:19]([CH3:22])[CH2:20][CH2:21]2)[c:10]2[n:11][cH:12][cH:13][n:14][c:15]12.